This data is from the Open Reaction Database (ORD), a public repository of structured organic reaction records. The task is: describe an organic reaction: reactants, conditions, products, and yield Reactants: C(C(=O)C)(=O)OC(C)(C)C (t-butyl pyruvate), CC1=CC=C(C=O)C=C1 (4-methylbenzaldehyde), C(C)(=O)O (acetic acid), N1CCCCC1 (piperidine). The solvent is C1=CC=CC=C1 (benzene), C1=CC=CC=C1 (benzene), O (water), C(C)(=O)OCC (ethyl acetate). The product is O=C(C(=O)OC(C)(C)C)CCC1=CC=C(C=C1)C (t-Butyl 2-oxo-4-(4-methylphenyl)-butanoate). RXN SMILES: [CH3:1][C:2]1[CH:9]=[CH:8][C:5]([CH:6]=O)=[CH:4][CH:3]=1.C(O)(=O)C.N1CCCCC1.[C:20]([O:25][C:26]([CH3:29])([CH3:28])[CH3:27])(=[O:24])[C:21]([CH3:23])=[O:22]>C1C=CC=CC=1.C(OCC)(=O)C.O>[O:22]=[C:21]([CH2:23][CH2:6][C:5]1[CH:8]=[CH:9][C:2]([CH3:1])=[CH:3][CH:4]=1)[C:20]([O:25][C:26]([CH3:29])([CH3:28])[CH3:27])=[O:24]. Reported procedure: To a solution of 4-methylbenzaldehyde (2.5 mL, 21.2 mmol) in 25 mL of benzene was added 1 mL each of acetic acid and piperidine. The mixture was heated to reflux with azeotropic removal of water via a Dean-Stark trap. A solution of t-butyl pyruvate (3.36 g, 23.32 mmol) in 5 mL of benzene was added over 7 h by syringe pump. The mixture was cooled, diluted with ethyl acetate and washed three times with saturated aqueous sodium bicarbonate and three times with 1N hydrochloric acid. The organics wer... Reactants: C1(=CC=CC=C1)S(=O)(=O)N1C(=CC2=CN=CC=C12)[Li] (1-benzenesulfonyl 2-lithio 5-aza indole), C(C)(=O)C1=C(C(=NC=C1)OC)C(=O)N(C(C)C)C(C)C (4-acetyl 3-diisopropylaminocarbonyl 2-methoxy pyridine), C1(=CC=CC=C1)S(=O)(=O)N1C(=CC2=CC(=CC=C12)OC)[Li] (1-benzenesulfonyl 2-lithio 5-methoxy indole). Yields the product C1(=CC=CC=C1)S(=O)(=O)N1C(=CC2=CN=CC=C12)C(C)(O)C1=C(C(=NC=C1)OC)C(=O)N(C(C)C)C(C)C (1-(1-benzenesulfonyl 5-aza 2-indolyl) 1-(3-diisopropylaminocarbonyl 2-methoxy 4-pyridyl)ethanol). Reaction SMILES: [C:1]1([S:7]([N:10]2[C:18]3[C:13](=[CH:14][N:15]=[CH:16][CH:17]=3)[CH:12]=[C:11]2[Li])(=[O:9])=[O:8])[CH:6]=[CH:5][CH:4]=[CH:3][CH:2]=1.[C:20]([C:23]1[CH:28]=[CH:27][N:26]=[C:25]([O:29][CH3:30])[C:24]=1[C:31]([N:33]([CH:37]([CH3:39])[CH3:38])[CH:34]([CH3:36])[CH3:35])=[O:32])(=[O:22])[CH3:21].C1(S(N2C3C(=CC(OC)=CC=3)C=C2[Li])(=O)=O)C=CC=CC=1>>[C:1]1([S:7]([N:10]2[C:18]3[C:13](=[CH:14][N:15]=[CH:16][CH:17]=3)[CH:12]=[C:11]2[C:20]([C:23]2[CH:28]=[CH:27][N:26]=[C:25]([O:29][CH3:30])[C:24]=2[C:31]([N:33]([CH:37]([CH3:39])[CH3:38])[CH:34]([CH3:36])[CH3:35])=[O:32])([OH:22])[CH3:21])(=[O:9])=[O:8])[CH:6]=[CH:5][CH:4]=[CH:3][CH:2]=1. Procedure: Starting from 1-benzenesulfonyl 2-lithio 5-aza indole and 4-acetyl 3-diisopropylaminocarbonyl 2-methoxy pyridine as reagent with electrophilic character, prepared according to paragraph (a) (stabilization reagent: tetramethylethylenediamine). The reactants are COC=1C=C(C(=O)N2CC(CC2)(C2=CC=CC=C2)CCN2CCN(CCC2)C2=NC3=C(N2)C=CC=C3)C=C(C1OC)OC (1-(3,4,5-trimethoxybenzoyl)-3-(2-(4-(1H-benzimidazol-2-yl)[1,4]diazepan-1-yl)ethyl)-3-phenylpyrrolidine), BrCCCCC#N (1-bromo-4-cyanobutane), CN(C=O)C (dimethylformamide), [H-].[Na+] (sodium hydride). The solvent is CO.ClCCl (methanol dichloromethane), ClCCl (dichloromethane), O (water). Reaction conditions: time 12 hour. Product: COC=1C=C(C(=O)N2CC(CC2)(C2=CC=CC=C2)CCN2CCN(CCC2)C2=NC3=C(N2CCCCC#N)C=CC=C3)C=C(C1OC)OC (1-(3,4,5-Trimethoxybenzoyl)-3-(2-(4-(1-(4-cyanobutyl)-1H-benzimidazol-2-yl)[1,4]diazepan-1-yl)ethyl)-3-phenylpyrrolidine). As a reaction SMILES: [CH3:1][O:2][C:3]1[CH:4]=[C:5]([CH:37]=[C:38]([O:42][CH3:43])[C:39]=1[O:40][CH3:41])[C:6]([N:8]1[CH2:12][CH2:11][C:10]([CH2:19][CH2:20][N:21]2[CH2:27][CH2:26][CH2:25][N:24]([C:28]3[NH:32][C:31]4[CH:33]=[CH:34][CH:35]=[CH:36][C:30]=4[N:29]=3)[CH2:23][CH2:22]2)([C:13]2[CH:18]=[CH:17][CH:16]=[CH:15][CH:14]=2)[CH2:9]1)=[O:7].CN(C)C=O.[H-].[Na+].Br[CH2:52][CH2:53][CH2:54][CH2:55][C:56]#[N:57]>CO.ClCCl.ClCCl.O>[CH3:43][O:42][C:38]1[CH:37]=[C:5]([CH:4]=[C:3]([O:2][CH3:1])[C:39]=1[O:40][CH3:41])[C:6]([N:8]1[CH2:12][CH2:11][C:10]([CH2:19][CH2:20][N:21]2[CH2:27][CH2:26][CH2:25][N:24]([C:28]3[N:29]([CH2:52][CH2:53][CH2:54][CH2:55][C:56]#[N:57])[C:30]4[CH:36]=[CH:35][CH:34]=[CH:33][C:31]=4[N:32]=3)[CH2:23][CH2:22]2)([C:13]2[CH:14]=[CH:15][CH:16]=[CH:17][CH:18]=2)[CH2:9]1)=[O:7] |f:2.3,5.6|. Procedure details: Combine 1-(3,4,5-trimethoxybenzoyl)-3-(2-(4-(1H-benzimidazol-2-yl)[1,4]diazepan-1-yl)ethyl)-3-phenylpyrrolidine (0.1 g, 0.17 mmol) and dimethylformamide (2 mL). Add sodium hydride (8 mg, 60% in oil, 0.34 mmol). After 12 hours, add 1-bromo-4-cyanobutane (27 mg, 0.17 mmol). After 1.5 hours, add water (5 mL) and dichloromethane (20 mL). Separate the layers and extract the aqueous layer twice with dichloromethane. Combine the organic layers, dry over Na2SO4, filter, and evaporate in vacuo to give a ... Reactants: Cl.ClC=1C(=NC=C(C1)C(NC=1SC(=C(N1)C=1SC=C(C1)Cl)N1CCN(CC1)C1CCCCC1)=O)N1CCC(CC1)C(=O)O (1-(3-chloro-5-{[4-(4-chlorothiophen-2-yl)-5-(4-cyclohexylpiperazin-1-yl)thiazol-2-yl]carbamoyl}pyridin-2-yl)piperidine-4-carboxylic acid hydrochloride), C(=O)(O)[O-].[Na+] (NaHCO3), ClC(=O)OCC(C)C (isobutyl chloroformate), CS(=O)(=O)N (methanesulfonamide). The solvent is C1CCOC1 (THF), CN1CCOCC1 (N-methylmorpholine), C1CCOC1 (THF), C1CCC2=NCCCN2CC1 (1,8-diazabicyclo[5,4,0]-7-undecene). Reaction conditions: time 1.5 hour. Yields the product Cl.ClC=1C(=NC=C(C(=O)NC=2SC(=C(N2)C=2SC=C(C2)Cl)N2CCN(CC2)C2CCCCC2)C1)N1CCC(CC1)C(=O)NCCCN1C(CC=CC=C1)=NS(=O)(=O)C (5-chloro-N-[4-(4-chlorothiophen-2-yl)-5-(4-cyclohexylpiperazin-1-yl)thiazol-2-yl]-6-(4-(3-[2-(methanesulfonylimino)azepin-1-yl]propylaminocarbonyl)piperidin-1-yl)nicotinamide hydrochloride). As a reaction SMILES: Cl.[Cl:2][C:3]1[C:4]([N:35]2[CH2:40][CH2:39][CH:38]([C:41]([OH:43])=O)[CH2:37][CH2:36]2)=[N:5][CH:6]=[C:7]([C:9](=[O:34])[NH:10][C:11]2[S:12][C:13]([N:22]3[CH2:27][CH2:26][N:25]([CH:28]4[CH2:33][CH2:32][CH2:31][CH2:30][CH2:29]4)[CH2:24][CH2:23]3)=[C:14]([C:16]3[S:17][CH:18]=[C:19]([Cl:21])[CH:20]=3)[N:15]=2)[CH:8]=1.ClC(OC[CH:49]([CH3:51])[CH3:50])=O.[CH3:52][S:53]([NH2:56])(=[O:55])=[O:54].C([O-])(O)=O.[Na+]>C1COCC1.CN1CCOCC1.C1CCN2C(=NCCC2)CC1>[ClH:2].[Cl:2][C:3]1[C:4]([N:35]2[CH2:36][CH2:37][CH:38]([C:41]([NH:10][CH2:9][CH2:7][CH2:6][N:5]3[CH:51]=[CH:49][CH:50]=[CH:8][CH2:3][C:4]3=[N:56][S:53]([CH3:52])(=[O:55])=[O:54])=[O:43])[CH2:39][CH2:40]2)=[N:5][CH:6]=[C:7]([CH:8]=1)[C:9]([NH:10][C:11]1[S:12][C:13]([N:22]2[CH2:23][CH2:24][N:25]([CH:28]3[CH2:33][CH2:32][CH2:31][CH2:30][CH2:29]3)[CH2:26][CH2:27]2)=[C:14]([C:16]2[S:17][CH:18]=[C:19]([Cl:21])[CH:20]=2)[N:15]=1)=[O:34] |f:0.1,4.5,9.10|. Procedure: To a solution of 300 mg of the compound of Example 16 in 6 ml of THF, 56 μl of N-methylmorpholine were added, 60 μl of isobutyl chloroformate was added at −15° C., and the mixture was stirred for 1.5 hours. And, to a solution of 96 mg of methanesulfonamide in 4 ml of THF, 348 μl of 1,8-diazabicyclo[5,4,0]-7-undecene was added, and the mixture was stirred at room temperature for 19 hours and at 50° C. for 2 days. The reaction solution was mixed with saturated aqueous NaHCO3 and extracted with EtO...